This data is from the Open Reaction Database (ORD), a public repository of structured organic reaction records. The task is: describe an organic reaction: reactants, conditions, products, and yield Starting materials: COc1ccc(CC(=O)Cl)cc1, Cc1ccccc1, COc1cc2c(cc1OC)C1CC(N)CCN1CC2, [Na+], [OH-]. The product is Cl, COc1ccc(CC(=O)NC2CCN3CCc4cc(OC)c(OC)cc4C3C2)cc1. Reaction SMILES: [CH3:22][O:23][c:24]1[cH:25][cH:26][c:27]([CH2:30][C:31](=[O:32])[Cl:33])[cH:28][cH:29]1.[CH3:34][c:35]1[cH:36][cH:37][cH:38][cH:39][cH:40]1.[NH2:1][CH:2]1[CH2:3][CH2:4][N:5]2[CH2:6][CH2:7][c:8]3[c:9]([cH:12][c:13]([O:18][CH3:19])[c:14]([O:16][CH3:17])[cH:15]3)[CH:10]2[CH2:11]1.[Na+:21].[OH-:20]>>[ClH:33].[NH:1]([CH:2]1[CH2:3][CH2:4][N:5]2[CH2:6][CH2:7][c:8]3[c:9]([cH:12][c:13]([O:18][CH3:19])[c:14]([O:16][CH3:17])[cH:15]3)[CH:10]2[CH2:11]1)[C:31]([CH2:30][c:27]1[cH:26][cH:25][c:24]([O:23][CH3:22])[cH:29][cH:28]1)=[O:32].